The task is: describe an organic reaction: reactants, conditions, products, and yield. This data is from the Open Reaction Database (ORD), a public repository of structured organic reaction records. The reactants are C(C)(C)OC1=NC2=CC=C3C(=C2C(=C1)C(F)(F)F)OCCN3 (3,4-dihydro-8-isopropoxy-10-(trifluoromethyl)-2H-[1,4]oxazino[2,3-f]quinoline), [BH4-].[Na+] (sodium borohydride). The solvent is FC(C(=O)O)(F)F (trifluoroacetic acid). Yields the product Compound 132, C(C)(C)OC1=NC2=CC=C3C(=C2C(=C1)C(F)(F)F)OCCN3CC(F)(F)F (3,4-dihydro-8-isopropoxy-4-(2,2,2-trifluoroethyl)-10-(trifluoromethyl)-2H-[1,4]oxazino[2,3-f]quinoline). The yield is 198.1%. RXN SMILES: [CH:1]([O:4][C:5]1[CH:14]=[C:13]([C:15]([F:18])([F:17])[F:16])[C:12]2[C:7](=[CH:8][CH:9]=[C:10]3[NH:22][CH2:21][CH2:20][O:19][C:11]3=2)[N:6]=1)([CH3:3])[CH3:2].[BH4-].[Na+]>FC(F)(F)C(O)=O>[CH:1]([O:4][C:5]1[CH:14]=[C:13]([C:15]([F:18])([F:17])[F:16])[C:12]2[C:7](=[CH:8][CH:9]=[C:10]3[N:22]([CH2:13][C:15]([F:18])([F:17])[F:16])[CH2:21][CH2:20][O:19][C:11]3=2)[N:6]=1)([CH3:3])[CH3:2] |f:1.2|. Reported procedure: Compound 132 was prepared according to General Method 3 (EXAMPLE 1) from 3,4-dihydro-8-isopropoxy-10-(trifluoromethyl)-2H-[1,4]oxazino[2,3-f]quinoline (20.0 mg, 0.064 mmol) and sodium borohydride (excess of 20 mg) in 3 mL trifluoroacetic acid to afford 25 mg (ca. 100%) of 3,4-dihydro-8-isopropoxy-4-(2,2,2-trifluoroethyl)-10-(trifluoromethyl)-2H-[1,4]oxazino[2,3-f]quinoline, a red oil. No further purification was performed and the material was directly transformed according to General Method 4 (E...